describe an organic reaction: reactants, conditions, products, and yield From a dataset of the Open Reaction Database (ORD), a public repository of structured organic reaction records. Reactants: BrC1=C2C=CC(=NC2=CC=C1)Cl (5-Bromo-2-chloroquinoline), COC1=C(CN)C=CC=C1 (2-methoxybenzylamine). Procedure: 5-Bromo-2-chloroquinoline (CAS 99455-13-7, 2.4 g, 10 mmol) and 2-methoxybenzylamine (2.7 g, 20 mmol) were stirred in a sealed tube at 120° C. for 3 days. The reaction mixture was purified by flash chromatography on silica gel (cyclohexane/ethyl acetate 100:0->80:20 gradient). (5-Bromo-quinolin-2-yl)-(2-methoxy-benzyl)-amine was obtained as a light yellow solid (2.3 g, 67%), MS: m/e=343.1, 345.0 (M+H+). Isolated yield 67.0%. RXN SMILES: [Br:1][C:2]1[CH:11]=[CH:10][CH:9]=[C:8]2[C:3]=1[CH:4]=[CH:5][C:6](Cl)=[N:7]2.[CH3:13][O:14][C:15]1[CH:22]=[CH:21][CH:20]=[CH:19][C:16]=1[CH2:17][NH2:18]>>[Br:1][C:2]1[CH:11]=[CH:10][CH:9]=[C:8]2[C:3]=1[CH:4]=[CH:5][C:6]([NH:18][CH2:17][C:16]1[CH:19]=[CH:20][CH:21]=[CH:22][C:15]=1[O:14][CH3:13])=[N:7]2. The product is BrC1=C2C=CC(=NC2=CC=C1)NCC1=C(C=CC=C1)OC ((5-Bromo-quinolin-2-yl)-(2-methoxy-benzyl)-amine), solid. Conditions: time 1 hour. Starting materials: BrCCCCCCO (6-bromo-1-hexanol), O1CCCC=C1 (dihydropyran). Isolated yield 91.1%. The product is BrCCCCCCOC1OCCCC1 (6-bromo-1-(tetrahydropyranyloxy)hexane). Procedure: First, 197.8 g (1.09 mol) of 6-bromo-1-hexanol were fed into a 500 mL reactor vessel and cooled to 5° C. or less, and further 102.1 g (1.21 mol) of dihydropyran were dripped at a temperature of 10° C. or less. After completion of dripping, the mixture was warmed to room temperature to carry out a reaction under stirring for one hour. Residues obtained by this reaction were purified by silica gel column with hexane/IPE (diisopropylether)=5/1, and thus 263.4 g of 6-bromo-1-(tetrahydropyranyloxy)he... Reaction SMILES: [Br:1][CH2:2][CH2:3][CH2:4][CH2:5][CH2:6][CH2:7][OH:8].[O:9]1[CH:14]=[CH:13][CH2:12][CH2:11][CH2:10]1>>[Br:1][CH2:2][CH2:3][CH2:4][CH2:5][CH2:6][CH2:7][O:8][CH:10]1[CH2:11][CH2:12][CH2:13][CH2:14][O:9]1. The reactants are O=C1CC(N(CCN1)S(=O)(=O)C1=CC=C(C)C=C1)CC(=O)N[C@@H]1CCCC2=CC(=CC=C12)CN1CCCCC1 ((R)-2-(7-Oxo-4-tosyl-1,4-diazepan-5-yl)-N-(6-(piperidin-1-ylmethyl)-1,2,3,4-tetrahydronaphthalen-1-yl)acetamide), CCN=C=NCCCN(C)C (EDCI), O=C1CC(N(CCN1)S(=O)(=O)C1=CC=C(C)C=C1)CC(=O)O (2-(7-oxo-4-tosyl-1,4-diazepan-5-yl)acetic acid), N1(CCCCC1)CC=1C=C2CCC[C@H](C2=CC1)N ((R)-6-(piperidin-1-ylmethyl)-1,2,3,4-tetrahydronaphthalen-1-amine), C=1C=CC2=C(C1)N=NN2O (HOBt). The solvent is CCOC(=O)C (AcOEt), CN(C)C=O (DMF). Reaction conditions: time 8 hour. Yields the product O=C1CC(N(CCN1)S(=O)(=O)C1=CC=C(C)C=C1)CC(=O)OCC (Ethyl 2-(7-oxo-4-tosyl-1,4-diazepan-5-yl)acetate). Reaction SMILES: O=[C:2]1NCCN(S(C2C=CC(C)=CC=2)(=O)=O)C(CC(N[C@H]2C3C(=CC(CN4CCCCC4)=CC=3)CCC2)=O)[CH2:3]1.[O:40]=[C:41]1[NH:47][CH2:46][CH2:45][N:44]([S:48]([C:51]2[CH:57]=[CH:56][C:54]([CH3:55])=[CH:53][CH:52]=2)(=[O:50])=[O:49])[CH:43]([CH2:58][C:59]([OH:61])=[O:60])[CH2:42]1.N1(CC2C=C3C(=CC=2)[C@H](N)CCC3)CCCCC1.C1C=CC2N(O)N=NC=2C=1.CCN=C=NCCCN(C)C>CN(C=O)C.CCOC(C)=O>[O:40]=[C:41]1[NH:47][CH2:46][CH2:45][N:44]([S:48]([C:51]2[CH:57]=[CH:56][C:54]([CH3:55])=[CH:53][CH:52]=2)(=[O:50])=[O:49])[CH:43]([CH2:58][C:59]([O:61][CH2:2][CH3:3])=[O:60])[CH2:42]1. Procedure details: A solution of the product of step A (1.34 g, 5.44 mmol) was stirred in THF (30 ml) at 0*C. Bu3SnOTf (90%, 2.73 g, 5.60 mmol) in THF 8.0 ml was added dropwise over 6 min, and the mixture was heated to reflux for 22 h. The reaction was cooled to 0° C., and triethylamine (1.52 ml, 10.9 mmol) and dimethylaminopyridine (0.135 g, 1.11 mmol) were added followed by p-toluenesulfonyl chloride (2.09 g, 11.0 mmol) in THF 4.0 ml. The reaction was allowed to r.t. and after 4 h concentrated under reduced pres... The reactants are CC1(OCC(O1)C(=O)NC=1C(=C(C(=C(C(=O)NCC(COC(C)=O)OC(C)=O)C1I)I)COC(C)=O)I)C (5-(2,2-Dimethyl-1,3-dioxolane-4-carbamido)-3-acetoxymethyl-N-(2,3-diacetoxypropyl)-2,4,6-triiodobenzamide), C([O-])([O-])=O.[K+].[K+] (potassium carbonate). Run in CO (methanol). Run at time 17 hour. The product is OC(C(=O)NC=1C(=C(C(=C(C(=O)NCC(CO)O)C1I)I)CO)I)CO (5-(2,3-Dihyroxypropionylamino)-3-hydroxymethyl-N-(2,3-dihydroxypropyl)-2,4,6-triiodobenzamide). Reaction SMILES: CC1(C)[O:6][CH:5]([C:7]([NH:9][C:10]2[C:11]([I:37])=[C:12]([CH2:32][O:33]C(=O)C)[C:13]([I:31])=[C:14]([C:29]=2[I:30])[C:15]([NH:17][CH2:18][CH:19]([O:25]C(=O)C)[CH2:20][O:21]C(=O)C)=[O:16])=[O:8])[CH2:4][O:3]1.C(=O)([O-])[O-].[K+].[K+]>CO>[OH:6][CH:5]([CH2:4][OH:3])[C:7]([NH:9][C:10]1[C:11]([I:37])=[C:12]([CH2:32][OH:33])[C:13]([I:31])=[C:14]([C:29]=1[I:30])[C:15]([NH:17][CH2:18][CH:19]([OH:25])[CH2:20][OH:21])=[O:16])=[O:8] |f:1.2.3|. Procedure details: 5-(2,2-Dimethyl-1,3-dioxolane-4-carbamido)-3-acetoxymethyl-N-(2,3-diacetoxypropyl)-2,4,6-triiodobenzamide (0.80 g, 9.16 mmol) was dissolved in methanol (7 ml) and potassium carbonate (0.17 g, 12.3 mmol) was added. The mixture was stirred at room temperature for 17 h. The mixture was filtered and pH of the filtrate was adjusted to 1 using aqueous SM hydrochloric acid, and the mixture was stirred for further 5 h at room temperature. The reaction mixture was then evaporated to a solid residue, whic... Procedure: A solution of the phenol and MCPBA in benzene is refluxed overnight. A solid is precipitated out and filtered. The filtrate is concentrated under vacuum and chromatographed (10% EtOAc in hexanes) to give 8-bromo-1,2,3,4-tetrahydro-dibenzofuran-4-ol 108 as clear oil, 0.66 g, 39%. The product is BrC=1C=CC2=C(C3=C(O2)C(CCC3)O)C1 (8-bromo-1,2,3,4-tetrahydro-dibenzofuran-4-ol). The solvent is C1=CC=CC=C1 (benzene). Starting materials: BrC1=CC(=C(C=C1)O)C1C=CCCC1 (4-bromo-2-cyclohex-2-enyl-phenol), C1=CC(=CC(=C1)Cl)C(=O)OO (MCPBA). Reaction SMILES: [Br:1][C:2]1[CH:7]=[CH:6][C:5]([OH:8])=[C:4]([CH:9]2[CH2:14][CH2:13][CH2:12][CH:11]=[CH:10]2)[CH:3]=1.C1C=C(Cl)C=C(C(OO)=[O:23])C=1>C1C=CC=CC=1>[Br:1][C:2]1[CH:7]=[CH:6][C:5]2[O:8][C:10]3[CH:11]([OH:23])[CH2:12][CH2:13][CH2:14][C:9]=3[C:4]=2[CH:3]=1.